From a dataset of the Open Reaction Database (ORD), a public repository of structured organic reaction records. describe an organic reaction: reactants, conditions, products, and yield Starting materials: Cl.C(C)(C)NC(CC=1C(NCCC2C1C1=CC=C(C=C1CC2)OC)=O)C (1-(2-isopropylaminopropyl)-9-methoxy-3,4,5,5a,6,7-hexahydro-2H-naphth[1,2-d]azepin-2-one hydrochloride), C([O-])([O-])=O.[K+].[K+] (potassium carbonate), C(C1=CC=CC=C1)Br (benzyl bromide), C([O-])([O-])=O.[K+].[K+] (potassium carbonate), C(C1=CC=CC=C1)Br (benzyl bromide). Run in C(C)O (ethanol). Reaction conditions: time 8 hour. Product: C(C)(C)N(CC1=CC=CC=C1)C(CC=1C(NCCC2C1C1=CC=C(C=C1CC2)OC)=O)C (1-[2-(N-isopropyl-N-benzylamino)-propyl]-9-methoxy-3,4,5,5a,6,7-hexahydro-2H-naphth[1,2-d]azepin-2-one). As a reaction SMILES: Cl.[CH:2]([NH:5][CH:6]([CH3:26])[CH2:7][C:8]1[C:9](=[O:25])[NH:10][CH2:11][CH2:12][CH:13]2[CH2:22][CH2:21][C:20]3[C:15](=[CH:16][CH:17]=[C:18]([O:23][CH3:24])[CH:19]=3)[C:14]=12)([CH3:4])[CH3:3].C(=O)([O-])[O-].[K+].[K+].[CH2:33](Br)[C:34]1[CH:39]=[CH:38][CH:37]=[CH:36][CH:35]=1>C(O)C>[CH:2]([N:5]([CH:6]([CH3:26])[CH2:7][C:8]1[C:9](=[O:25])[NH:10][CH2:11][CH2:12][CH:13]2[CH2:22][CH2:21][C:20]3[C:15](=[CH:16][CH:17]=[C:18]([O:23][CH3:24])[CH:19]=3)[C:14]=12)[CH2:33][C:34]1[CH:39]=[CH:38][CH:37]=[CH:36][CH:35]=1)([CH3:3])[CH3:4] |f:0.1,2.3.4|. Reported procedure: To the solution of 5.0 g of the slow moving 1-(2-isopropylaminopropyl)-9-methoxy-3,4,5,5a,6,7-hexahydro-2H-naphth[1,2-d]azepin-2-one hydrochloride in 66 ml of anhydrous ethanol are added 3.64 g of anhydrous potassium carbonate and 3.14 ml of benzyl bromide. The mixture is refluxed for 3 hours while stirring and half of the original quantities of potassium carbonate and benzyl bromide are added. Refluxing is continued overnight and a second addition of the same reagents and refluxing for an addit... The reactants are Cc1ccccc1, CN1CCC(C(O)c2ccc(F)cc2)CC1, [Na+], [OH-], O=S(Cl)Cl. Yields the product CN1CCC(C(Cl)c2ccc(F)cc2)CC1. Reaction SMILES: [CH3:23][c:24]1[cH:25][cH:26][cH:27][cH:28][cH:29]1.[F:1][c:2]1[cH:3][cH:4][c:5]([CH:8]([OH:9])[CH:10]2[CH2:11][CH2:12][N:13]([CH3:16])[CH2:14][CH2:15]2)[cH:6][cH:7]1.[Na+:22].[OH-:21].[S:17]([Cl:18])([Cl:19])=[O:20]>>[F:1][c:2]1[cH:3][cH:4][c:5]([CH:8]([CH:10]2[CH2:11][CH2:12][N:13]([CH3:16])[CH2:14][CH2:15]2)[Cl:19])[cH:6][cH:7]1. Starting materials: ClCCl, CN(C)C=O, O=C(Cl)C(=O)Cl, O=C(O)c1ccc(-c2ccccc2)cc1F. Yields the product O=C(Cl)c1ccc(-c2ccccc2)cc1F. RXN SMILES: [CH2:17]([Cl:18])[Cl:19].[CH3:26][N:27]([CH3:28])[CH:29]=[O:30].[Cl:20][C:21]([C:22]([Cl:23])=[O:24])=[O:25].[F:1][c:2]1[cH:3][c:4](-[c:11]2[cH:12][cH:13][cH:14][cH:15][cH:16]2)[cH:5][cH:6][c:7]1[C:8](=[O:9])[OH:10]>>[F:1][c:2]1[cH:3][c:4](-[c:11]2[cH:12][cH:13][cH:14][cH:15][cH:16]2)[cH:5][cH:6][c:7]1[C:8](=[O:9])[Cl:18]. Starting materials: COC(C1=CC(=CC=C1)C#CC1=CNC2=NC=C(C=C21)C2=CC(=C(C=C2)OC)OC)=O (3-[5-(3,4-Dimethoxy-phenyl)-1H-pyrrolo[2,3-b]pyridin-3-ylethynyl]-benzoic acid methyl ester), CO (Methanol). Solvent: [OH-].[Na+] (Sodium hydroxide), O (Water). Product: COC=1C=C(C=CC1OC)C=1C=C2C(=NC1)NC=C2C#CC=2C=C(C(=O)O)C=CC2 (3-[5-(3,4-Dimethoxy-phenyl)-1H-pyrrolo[2,3-b]pyridin-3-ylethynyl]-benzoic acid). Reaction SMILES: C[O:2][C:3](=[O:31])[C:4]1[CH:9]=[CH:8][CH:7]=[C:6]([C:10]#[C:11][C:12]2[C:20]3[C:15](=[N:16][CH:17]=[C:18]([C:21]4[CH:26]=[CH:25][C:24]([O:27][CH3:28])=[C:23]([O:29][CH3:30])[CH:22]=4)[CH:19]=3)[NH:14][CH:13]=2)[CH:5]=1.CO>[OH-].[Na+].O>[CH3:30][O:29][C:23]1[CH:22]=[C:21]([C:18]2[CH:19]=[C:20]3[C:12]([C:11]#[C:10][C:6]4[CH:5]=[C:4]([CH:9]=[CH:8][CH:7]=4)[C:3]([OH:31])=[O:2])=[CH:13][NH:14][C:15]3=[N:16][CH:17]=2)[CH:26]=[CH:25][C:24]=1[O:27][CH3:28] |f:2.3|. Procedure details: Into a microwave safe tube, 3-[5-(3,4-Dimethoxy-phenyl)-1H-pyrrolo[2,3-b]pyridin-3-ylethynyl]-benzoic acid methyl ester (0.049 g, 0.00012 mol) was dissolved in 5.00 M of Sodium hydroxide in Water (1.78 mL) and Methanol (7.1 mL, 0.18 mol). The reaction was warmed at 60 watts to 100° C. for 10 minutes. The resulting clear yellow solution was concentrated under reduced pressure. The resulting aqueous slurry was acidified to pH 5 with 1 M HCl (aq) and was extracted into ethyl acetate. The organic la...